describe an organic reaction: reactants, conditions, products, and yield From a dataset of the Open Reaction Database (ORD), a public repository of structured organic reaction records. Reactants: COC1=C(C=O)C=CC(=C1)OC (2,4-Dimethoxybenzaldehyde), C(CC(=O)OC)(=O)OC (dimethyl malonate), N1CCCCC1 (piperidine), C(C1=CC=CC=C1)(=O)O (benzoic acid). Run in C1(=CC=CC=C1)C (toluene). Yields the product COC1=C(C=C(C(=O)OC)C(=O)OC)C=CC(=C1)OC (Dimethyl 2,4-Dimethoxybenzylidenemalonate). Yield: 105.8%. As a reaction SMILES: [CH3:1][O:2][C:3]1[CH:10]=[C:9]([O:11][CH3:12])[CH:8]=[CH:7][C:4]=1[CH:5]=O.[C:13]([O:20][CH3:21])(=[O:19])[CH2:14][C:15]([O:17][CH3:18])=[O:16].N1CCCCC1.C(O)(=O)C1C=CC=CC=1>C1(C)C=CC=CC=1>[CH3:1][O:2][C:3]1[CH:10]=[C:9]([O:11][CH3:12])[CH:8]=[CH:7][C:4]=1[CH:5]=[C:14]([C:13]([O:20][CH3:21])=[O:19])[C:15]([O:17][CH3:18])=[O:16]. Procedure details: 2,4-Dimethoxybenzaldehyde (10.0 g, 0.060 mol), dimethyl malonate (9.5 g, 0.072 mol), piperidine (1.5 g, 0.017 mol), benzoic acid (1.8 g, 0.015 mol) and 100 mL of toluene are stirred at reflux for 5.5 hours under a Dean Stark trap to remove water. After cooling to room temperature, the reaction mixture is partitioned between ethyl acetate and water. The organic layer is washed with 10% hydrochloric acid, water and brine. The resulting solution is dried over anhydrous magnesium sulfate and then co... The reactants are 1-(di-1-pyrrolidinylmethylene)-1H-benzotriazolium 3-oxide hexafluorophosphate, FC1(C(N(C2=C(N(C1)CCC1=CC=CC=C1)N=C(N=C2)NC2=C(C=C(C(=O)O)C=C2)OC)C)=O)F (4-(7,7-difluoro-5-methyl-6-oxo-9-phenethyl-6,7,8,9-tetrahydro-5H-pyrimido[4,5-b][1,4]diazepin-2-ylamino)-3-methoxy-benzoic acid), C(C)N(C(C)C)C(C)C (ethyldiisopropyl amine), [Cl-].[NH4+] (ammonium chloride). The solvent is CN(C=O)C (dimethylformamide), ice water. Conditions: time 1 hour. Yields the product FC1(C(N(C2=C(N(C1)CCC1=CC=CC=C1)N=C(N=C2)NC2=C(C=C(C(=O)N)C=C2)OC)C)=O)F (4-(7,7-difluoro-5-methyl-6-oxo-9-phenethyl-6,7,8,9-tetrahydro-5H-pyrimido[4,5-b][1,4]diazepin-2-ylamino)-3-methoxy-benzamide). Isolated yield 63.4%. Reaction SMILES: [F:1][C:2]1([F:35])[CH2:8][N:7]([CH2:9][CH2:10][C:11]2[CH:16]=[CH:15][CH:14]=[CH:13][CH:12]=2)[C:6]2[N:17]=[C:18]([NH:21][C:22]3[CH:30]=[CH:29][C:25]([C:26]([OH:28])=O)=[CH:24][C:23]=3[O:31][CH3:32])[N:19]=[CH:20][C:5]=2[N:4]([CH3:33])[C:3]1=[O:34].C([N:38](C(C)C)C(C)C)C.[Cl-].[NH4+]>CN(C)C=O>[F:35][C:2]1([F:1])[CH2:8][N:7]([CH2:9][CH2:10][C:11]2[CH:12]=[CH:13][CH:14]=[CH:15][CH:16]=2)[C:6]2[N:17]=[C:18]([NH:21][C:22]3[CH:30]=[CH:29][C:25]([C:26]([NH2:38])=[O:28])=[CH:24][C:23]=3[O:31][CH3:32])[N:19]=[CH:20][C:5]=2[N:4]([CH3:33])[C:3]1=[O:34] |f:2.3|. Procedure details: To a mixture of 0.08 g (0.17 mmole) of 4-(7,7-difluoro-5-methyl-6-oxo-9-phenethyl-6,7,8,9-tetrahydro-5H-pyrimido[4,5-b][1,4]diazepin-2-ylamino)-3-methoxy-benzoic acid (I-275), 0.12 mL (0.64 mmole) of ethyldiisopropyl amine and 0.018 g (0.34 mmole) of ammonium chloride in 2.0 mL of dimethylformamide was added 0.079 g (0.19 mmole) of 1-(di-1-pyrrolidinylmethylene)-1H-benzotriazolium 3-oxide hexafluorophosphate. The mixture was stirred at room temperature for 1 hour, then diluted with 10 mL of ice ... Reactants: C[O-], CO, COC(=O)c1ccc(C=O)cc1, Cl, [Na+], O, CC(=O)c1cccnc1Nc1ccccc1. The product is COC(=O)c1ccc(C=CC(=O)c2cccnc2Nc2ccccc2)cc1. As a reaction SMILES: [CH3:17][O-:18].[CH3:33][OH:34].[CH:20](=[O:21])[c:22]1[cH:23][cH:24][c:25]([C:26](=[O:27])[O:28][CH3:29])[cH:30][cH:31]1.[ClH:32].[Na+:19].[OH2:35].[c:1]1([NH:7][c:8]2[n:9][cH:10][cH:11][cH:12][c:13]2[C:14]([CH3:15])=[O:16])[cH:2][cH:3][cH:4][cH:5][cH:6]1>>[c:1]1([NH:7][c:8]2[n:9][cH:10][cH:11][cH:12][c:13]2[C:14]([CH:15]=[CH:20][c:22]2[cH:23][cH:24][c:25]([C:26](=[O:27])[O:28][CH3:29])[cH:30][cH:31]2)=[O:16])[cH:2][cH:3][cH:4][cH:5][cH:6]1. Starting materials: FC(C1=NC2=C(C=CC=C2C(=C1C(=O)OCC)O)C(F)(F)F)(F)F (ethyl 2,8-bis-(trifluoromethyl)-4-hydroxy-3-quinoline-carboxylate), Be sodium hydroxide. Solvent: C(C)O (ethanol). Yields the product FC(C1=NC2=C(C=CC=C2C(=C1C(=O)O)O)C(F)(F)F)(F)F (2,8-bis-(trifluoromethyl)-4-hydroxy-3-quinoline-carboxylic acid). Yield: 94.9%. Reaction SMILES: [F:1][C:2]([F:24])([F:23])[C:3]1[C:12]([C:13]([O:15]CC)=[O:14])=[C:11]([OH:18])[C:10]2[C:5](=[C:6]([C:19]([F:22])([F:21])[F:20])[CH:7]=[CH:8][CH:9]=2)[N:4]=1>C(O)C>[F:23][C:2]([F:1])([F:24])[C:3]1[C:12]([C:13]([OH:15])=[O:14])=[C:11]([OH:18])[C:10]2[C:5](=[C:6]([C:19]([F:22])([F:20])[F:21])[CH:7]=[CH:8][CH:9]=2)[N:4]=1. Reported procedure: A solution of 61.1 g of the product of Step C in 900 ml of ethanol and 300 ml of 36° Be sodium hydroxide solution was refluxed for 7 hours and the ethanol was evaporated under reduced pressure. The mixture was poured into water and the mixture was extracted with ether. The ether phase was washed with water and the combined aqueous phases were acidified with hydrochloric acid and were iced and vacuum filtered. The recovered crystals were washed and dried to obtain 53.4 g of 2,8-bis-(trifluorometh... Starting materials: ClC1=CC(=C(N)C=C1OCC(=O)OCCCCC)F (4-chloro-2-fluoro-5-(pentyloxycarbonylmethyloxy)aniline), C1(C2=C(C(=O)O1)CCCC2)=O (3,4,5,6-tetrahydrophthalic anhydride), C1(=CC=CC=C1)C (toluene). The reagents and catalysts are C1(=CC=C(C=C1)S(=O)(=O)O)C (p-toluenesulfonic acid). Solvent: O (water). Yields the product ClC1=CC(=C(C=C1OCC(=O)OCCCCC)N1C(C2=C(C1=O)CCCC2)=O)F (N-[4-chloro-2-fluoro-5-(pentyloxycarbonylmethyloxy)phenyl]-3,4,5,6-tetrahydrophthalimide). Yield: 88.9%. Reaction SMILES: [Cl:1][C:2]1[C:8]([O:9][CH2:10][C:11]([O:13][CH2:14][CH2:15][CH2:16][CH2:17][CH3:18])=[O:12])=[CH:7][C:5]([NH2:6])=[C:4]([F:19])[CH:3]=1.[C:20]1(=O)[O:25][C:23](=[O:24])[C:22]2[CH2:26][CH2:27][CH2:28][CH2:29][C:21]1=2.C1(C)C=CC=CC=1>C1(C)C=CC(S(O)(=O)=O)=CC=1.O>[Cl:1][C:2]1[C:8]([O:9][CH2:10][C:11]([O:13][CH2:14][CH2:15][CH2:16][CH2:17][CH3:18])=[O:12])=[CH:7][C:5]([N:6]2[C:23](=[O:24])[C:22]3[CH2:26][CH2:27][CH2:28][CH2:29][C:21]=3[C:20]2=[O:25])=[C:4]([F:19])[CH:3]=1. Reported procedure: A mixture of the compound (II) (12.0 g), 3,4,5,6-tetrahydrophthalic anhydride (7.56 g), p-toluenesulfonic acid (0.4 g) and toluene (24 g) was refluxed for 10 hours, during which water was azeotropically removed. The reaction mixture was treated in the same manner as in Example 4 to give the compound (I) (15.6 g). Reactants: Intermediate 216, FC(C(=O)O)(F)F.C(CCC)NC1=NC(=C2N=C(N=C2N1)OC)N (N2-butyl-8-(methyloxy)-3H-purine-2,6-diamine trifluoroacetate), BrCCCC1OCCC1 (2-(3-bromopropyl)tetrahydrofuran). RXN SMILES: FC(F)(F)C(O)=O.[CH2:8]([NH:12][C:13]1[NH:21][C:20]2[C:16]([N:17]=[C:18]([O:22][CH3:23])[N:19]=2)=[C:15]([NH2:24])[N:14]=1)[CH2:9][CH2:10][CH3:11].Br[CH2:26][CH2:27][CH2:28][CH:29]1[CH2:33][CH2:32][CH2:31][O:30]1>>[CH2:8]([NH:12][C:13]1[N:21]=[C:20]2[C:16]([N:17]=[C:18]([O:22][CH3:23])[N:19]2[CH2:26][CH2:27][CH2:28][CH:29]2[CH2:33][CH2:32][CH2:31][O:30]2)=[C:15]([NH2:24])[N:14]=1)[CH2:9][CH2:10][CH3:11] |f:0.1|. The product is C(CCC)NC1=NC(=C2N=C(N(C2=N1)CCCC1OCCC1)OC)N (N2-Butyl-8-(methyloxy)-9-[3-(tetrahydro-2-furanyl)propyl]-9H-Purine-2,6-diamine). Procedure details: Prepared similarly to Intermediate 216 from N2-butyl-8-(methyloxy)-3H-purine-2,6-diamine trifluoroacetate and 2-(3-bromopropyl)tetrahydrofuran. Reactants: Cl.NCCC(=O)N1CCOCC1 (3-amino-1-morpholin-4-yl-propan-1-one hydrochloride), [Na+].C1(=CC=CC=C1)CC(=O)[O-] (phenylacetic acid sodium salt), C1(=CC=CC=C1)NC(C(C(C(C)C)=O)C(C(=O)C1=CC=C(C=C1)F)C1=CC=CC=C1)=O (2-[2-(4-fluorophenyl)-2-oxo-1-phenyl-ethyl]-4-methyl-3-oxo-pentanoic acid phenylamide), 3A. The solvent is C1CCOC1 (THF). Yields the product C1(=CC=CC=C1)NC(=O)C1=C(N(C(=C1C1=CC=CC=C1)C1=CC=C(C=C1)F)CCC(=O)N1CCOCC1)C(C)C (5-(4-fluorophenyl)-2-isopropyl-1-(3-morpholin-4-yl-3-oxo-propyl)-4-phenyl-1H-pyrrole-3-carboxylic acid phenylamide). Yield: 78.0%. Reaction SMILES: Cl.[NH2:2][CH2:3][CH2:4][C:5]([N:7]1[CH2:12][CH2:11][O:10][CH2:9][CH2:8]1)=[O:6].[Na+].C1(CC([O-])=O)C=CC=CC=1.[C:24]1([NH:30][C:31](=[O:54])[CH:32]([CH:38]([C:48]2[CH:53]=[CH:52][CH:51]=[CH:50][CH:49]=2)[C:39]([C:41]2[CH:46]=[CH:45][C:44]([F:47])=[CH:43][CH:42]=2)=O)[C:33](=O)[CH:34]([CH3:36])[CH3:35])[CH:29]=[CH:28][CH:27]=[CH:26][CH:25]=1>C1COCC1>[C:24]1([NH:30][C:31]([C:32]2[C:38]([C:48]3[CH:49]=[CH:50][CH:51]=[CH:52][CH:53]=3)=[C:39]([C:41]3[CH:42]=[CH:43][C:44]([F:47])=[CH:45][CH:46]=3)[N:2]([CH2:3][CH2:4][C:5]([N:7]3[CH2:12][CH2:11][O:10][CH2:9][CH2:8]3)=[O:6])[C:33]=2[CH:34]([CH3:36])[CH3:35])=[O:54])[CH:29]=[CH:28][CH:27]=[CH:26][CH:25]=1 |f:0.1,2.3|. Procedure details: A nitrogen inerted reactor, equipped with a suitable reflux condenser and soxhlet extractor containing freshly activated 3A molecular sieves (4–8 mesh; 36 g), is charged with 3-amino-1-morpholin-4-yl-propan-1-one hydrochloride (170 mmol), phenylacetic acid sodium salt (170 mmol) and 2-[2-(4-fluorophenyl)-2-oxo-1-phenyl-ethyl]-4-methyl-3-oxo-pentanoic acid phenylamide (100 mmol). THF (150 mL) is added, and the resulting solution is stirred vigorously as the reaction is heated at reflux temperatur... Starting materials: CCOC(=O)CNc1ncc(Br)nc1Br, COC1CCC(N)CC1, CCOC(C)=O, CN1CCCC1=O, CCN(C(C)C)C(C)C, Cl, COC1CCC(N2C(=O)CNc3ncc(-c4ccc(C(C)(C)O)nc4)nc32)CC1. The product is CCOC(=O)CNc1ncc(Br)nc1NC1CCC(OC)CC1. As a reaction SMILES: [Br:30][c:31]1[c:32]([NH:38][CH2:39][C:40](=[O:41])[O:42][CH2:43][CH3:44])[n:33][cH:34][c:35]([Br:37])[n:36]1.[CH3:46][O:47][CH:48]1[CH2:49][CH2:50][CH:51]([NH2:52])[CH2:53][CH2:54]1.[CH3:64][CH2:65][O:66][C:67](=[O:68])[CH3:69].[CH3:70][N:71]1[CH2:72][CH2:73][CH2:74][C:75]1=[O:76].[CH:55]([N:56]([CH2:57][CH3:58])[CH:59]([CH3:60])[CH3:61])([CH3:62])[CH3:63].[ClH:45].[OH:1][C:2]([c:3]1[n:4][cH:5][c:6](-[c:7]2[n:8][c:9]3[c:14]([n:15][cH:16]2)[NH:13][CH2:12][C:10](=[O:11])[N:17]3[CH:22]2[CH2:23][CH2:24][CH:25]([O:28][CH3:29])[CH2:26][CH2:27]2)[cH:18][cH:19]1)([CH3:20])[CH3:21]>>[NH:17]([CH:22]1[CH2:23][CH2:24][CH:25]([O:28][CH3:29])[CH2:26][CH2:27]1)[c:31]1[c:32]([NH:38][CH2:39][C:40](=[O:41])[O:42][CH2:43][CH3:44])[n:33][cH:34][c:35]([Br:37])[n:36]1.